From a dataset of the Open Reaction Database (ORD), a public repository of structured organic reaction records. describe an organic reaction: reactants, conditions, products, and yield Starting materials: C1(=CC=CC=C1)C1=NCC(NC2=C1C=C(C=C2)Cl)=S (1,3-dihydro-5-phenyl-7-chloro-2H-1,4-benzodiazepine-2-thione), C(\C=C\C(=O)O)(=O)O (fumaric acid), [OH-].[K+] (potassium hydroxide), Cl.Cl.ClCCN1CCN(CC1)C (1-chloro-2-(4-methyl-1-piperazinyl)ethane dihydrochloride). Run in [Cl-].[Na+] (sodium chloride), O1CCCC1 (tetrahydrofuran), C(C)O (ethyl alcohol). Run at temperature 40 celsius, time 4 hour. The product is C(\C=C\C(=O)O)(=O)O.C(\C=C\C(=O)O)(=O)O.CN1CCN(CC1)CCSC1=NC2=C(C(=NC1)C1=CC=CC=C1)C=C(C=C2)Cl (2-[2-(4-methyl-1-piperazinyl)ethylthio]-5-phenyl-7-chloro-3H-1,4-benzodiazepine difumarate). Isolated yield 51.1%. Reaction SMILES: [C:1]1([C:7]2[C:13]3[CH:14]=[C:15]([Cl:18])[CH:16]=[CH:17][C:12]=3[NH:11][C:10](=[S:19])[CH2:9][N:8]=2)[CH:6]=[CH:5][CH:4]=[CH:3][CH:2]=1.[OH-].[K+].Cl.Cl.Cl[CH2:25][CH2:26][N:27]1[CH2:32][CH2:31][N:30]([CH3:33])[CH2:29][CH2:28]1.[C:34]([OH:41])(=[O:40])/[CH:35]=[CH:36]/[C:37]([OH:39])=[O:38]>[Cl-].[Na+].C(O)C.O1CCCC1>[C:34]([OH:41])(=[O:40])/[CH:35]=[CH:36]/[C:37]([OH:39])=[O:38].[C:34]([OH:41])(=[O:40])/[CH:35]=[CH:36]/[C:37]([OH:39])=[O:38].[CH3:33][N:30]1[CH2:31][CH2:32][N:27]([CH2:26][CH2:25][S:19][C:10]2[CH2:9][N:8]=[C:7]([C:1]3[CH:2]=[CH:3][CH:4]=[CH:5][CH:6]=3)[C:13]3[CH:14]=[C:15]([Cl:18])[CH:16]=[CH:17][C:12]=3[N:11]=2)[CH2:28][CH2:29]1 |f:1.2,3.4.5,7.8,11.12.13|. Reported procedure: To a solution of 5.7 g of 1,3-dihydro-5-phenyl-7-chloro-2H-1,4-benzodiazepine-2-thione in a solvent mixture comprising 57 ml of a 10% aqueous potassium hydroxide solution and 6 ml of tetrahydrofuran is added at room temperature with stirring 7.0 g of 1-chloro-2-(4-methyl-1-piperazinyl)ethane dihydrochloride, and the resulting mixture is stirred at 40° C. for 4 hours. The reaction mixture is diluted with an aqueous sodium chloride solution and then extracted with ethyl acetate. The extract is was... The reactants are [Br-], CCCOc1ccc(CN2CCC(C(=O)c3ccc(OC(F)(F)F)cc3)CC2)cc1, [Cl-], [Mg+]c1ccc(Cl)cc1, [NH4+], C1CCOC1. The product is CCCOc1ccc(CN2CCC(C(O)(c3ccc(Cl)cc3)c3ccc(OC(F)(F)F)cc3)CC2)cc1. As a reaction SMILES: [Br-:31].[CH2:1]([CH2:2][CH3:3])[O:4][c:5]1[cH:6][cH:7][c:8]([CH2:11][N:12]2[CH2:13][CH2:14][CH:15]([C:18](=[O:19])[c:20]3[cH:21][cH:22][c:23]([O:26][C:27]([F:28])([F:29])[F:30])[cH:24][cH:25]3)[CH2:16][CH2:17]2)[cH:9][cH:10]1.[Cl-:40].[Cl:32][c:33]1[cH:34][cH:35][c:36]([Mg+:39])[cH:37][cH:38]1.[NH4+:41].[O:42]1[CH2:43][CH2:44][CH2:45][CH2:46]1>>[CH2:1]([CH2:2][CH3:3])[O:4][c:5]1[cH:6][cH:7][c:8]([CH2:11][N:12]2[CH2:13][CH2:14][CH:15]([C:18]([OH:19])([c:20]3[cH:21][cH:22][c:23]([O:26][C:27]([F:28])([F:29])[F:30])[cH:24][cH:25]3)[c:36]3[cH:35][cH:34][c:33]([Cl:32])[cH:38][cH:37]3)[CH2:16][CH2:17]2)[cH:9][cH:10]1.